This data is from the Open Reaction Database (ORD), a public repository of structured organic reaction records. The task is: describe an organic reaction: reactants, conditions, products, and yield The reactants are [Al+3], [H-], [H-], [H-], [H-], [Li+], [N-]=[N+]=NC1CCC2CC(O)CCC2C1, [Na+], [Na+], [Na+], O=S(=O)([O-])[O-], C1CCOC1, [OH-]. Yields the product NC1CCC2CC(O)CCC2C1. Reaction SMILES: [Al+3:16].[H-:15].[H-:18].[H-:19].[H-:20].[Li+:17].[N:1](=[N+:2]=[N-:3])[CH:4]1[CH2:5][CH:6]2[CH2:7][CH2:8][CH:9]([OH:14])[CH2:10][CH:11]2[CH2:12][CH2:13]1.[Na+:22].[Na+:23].[Na+:24].[O-:25][S:26](=[O:27])(=[O:28])[O-:29].[O:30]1[CH2:31][CH2:32][CH2:33][CH2:34]1.[OH-:21]>>[NH2:1][CH:4]1[CH2:5][CH:6]2[CH2:7][CH2:8][CH:9]([OH:14])[CH2:10][CH:11]2[CH2:12][CH2:13]1. Starting materials: ice water, ClC(=C(Cl)Cl)C=1C=C(C=C(C1)C(=C(Cl)Cl)Cl)O (3,5-Bis(trichlorovinyl)phenol), OCNC(CCl)=O (N-hydroxymethyl-2-chloroacetamide), S(O)(O)(=O)=O (sulfuric acid), C(=O)(O)[O-].[Na+] (NaHCO3). The solvent is C(C)(=O)O (acetic acid). The product is ClCC(=O)NCC1=C(C=C(C=C1C(=C(Cl)Cl)Cl)C(=C(Cl)Cl)Cl)O (2-Chloro-N-[2-hydroxy-4,6-bis(trichlorovinyl)benzyl]acetamide). Reaction SMILES: [Cl:1][C:2]([C:6]1[CH:7]=[C:8]([OH:17])[CH:9]=[C:10]([C:12]([Cl:16])=[C:13]([Cl:15])[Cl:14])[CH:11]=1)=[C:3]([Cl:5])[Cl:4].O[CH2:19][NH:20][C:21](=[O:24])[CH2:22][Cl:23].S(=O)(=O)(O)O.C([O-])(O)=O.[Na+]>C(O)(=O)C>[Cl:23][CH2:22][C:21]([NH:20][CH2:19][C:7]1[C:6]([C:2]([Cl:1])=[C:3]([Cl:5])[Cl:4])=[CH:11][C:10]([C:12]([Cl:16])=[C:13]([Cl:14])[Cl:15])=[CH:9][C:8]=1[OH:17])=[O:24] |f:3.4|. Reported procedure: A mixture of 0.352 g (1.0 mmol) of the product of Step D and 0.123 g (1.0 mmol) of N-hydroxymethyl-2-chloroacetamide was added in portions to a vigorously stirred solution of 0.9 mL acetic acid and 0.1 mL (98%) sulfuric acid at 0-10° C. The reaction mixture was allowed to warm to room temperature, and stirring was maintained for a total of 4 days. The reaction mixture was poured into ice-water, neutralized with saturated aqueous NaHCO3 solution and extracted into CH2Cl2. The organic extracts wer... Reactants: C1(=CC=CC=C1)CN1CC(CC1)C=1C=C(C#N)C=CC1 (3-[1-(phenylmethyl)-3-pyrrolidinyl]benzonitrile), N (ammonia). The reagents and catalysts are [Ni] (Raney nickel). Solvent: CO (methanol). The product is C1(=CC=CC=C1)CN1CC(CC1)C=1C=C(C=CC1)CN (3-[1-(phenylmethyl)-3-pyrrolidinyl]benzenemethanamine). Yield: 83.7%. RXN SMILES: [C:1]1([CH2:7][N:8]2[CH2:12][CH2:11][CH:10]([C:13]3[CH:14]=[C:15]([CH:18]=[CH:19][CH:20]=3)[C:16]#[N:17])[CH2:9]2)[CH:6]=[CH:5][CH:4]=[CH:3][CH:2]=1.N>[Ni].CO>[C:1]1([CH2:7][N:8]2[CH2:12][CH2:11][CH:10]([C:13]3[CH:14]=[C:15]([CH2:16][NH2:17])[CH:18]=[CH:19][CH:20]=3)[CH2:9]2)[CH:2]=[CH:3][CH:4]=[CH:5][CH:6]=1. Procedure: A suspension of 3-[1-(phenylmethyl)-3-pyrrolidinyl]benzonitrile (11.90 g, 45.4 mmol) and Raney nickel (5.0 g) in methanol saturated with ammonia (100 mL) was hydrogenated in a Parr shaker at 3 atm. The resulting suspension was filtered through a pad of Celite and the filtrate concentrated to give an off-green liquid. This crude product was chromatographed (silica gel, chloroform-methanol 2:1) to give the title compound (10.12 g, 84%) as a colorless oil. The reactants are BrCc1cccc(Br)n1, C1CCOC1, COc1ccc(C(=O)c2c[nH]c3cccnc3c2=O)cc1C, CN([SiH](C)C)[Si](C)(C)C, [K]. The product is COc1ccc(C(=O)c2cn(Cc3cccc(Br)n3)c3cccnc3c2=O)cc1C. RXN SMILES: [Br:23][c:24]1[n:25][c:26]([CH2:30][Br:31])[cH:27][cH:28][cH:29]1.[CH2:42]1[O:43][CH2:44][CH2:45][CH2:46]1.[CH3:1][O:2][c:3]1[c:4]([CH3:22])[cH:5][c:6]([C:7](=[O:8])[c:9]2[cH:10][nH:11][c:12]3[cH:13][cH:14][cH:15][n:16][c:17]3[c:18]2=[O:19])[cH:20][cH:21]1.[CH3:32][SiH:33]([CH3:34])[N:35]([CH3:36])[Si:37]([CH3:38])([CH3:39])[CH3:40].[K:41]>>[CH3:1][O:2][c:3]1[c:4]([CH3:22])[cH:5][c:6]([C:7](=[O:8])[c:9]2[cH:10][n:11]([CH2:30][c:26]3[n:25][c:24]([Br:23])[cH:29][cH:28][cH:27]3)[c:12]3[cH:13][cH:14][cH:15][n:16][c:17]3[c:18]2=[O:19])[cH:20][cH:21]1. Reactants: [N-]=[N+]=[N-].[Na+] (sodium azide), C(C1=CC=CC=C1)OC[C@H]([C@H]1OC([C@@H](C1)CCC)=O)OS(=O)(=O)C (Methanesulfonic acid (R)-2-benzyloxy-1-[(2S,4R)-5-oxo-4-propyltetrahydrofuran-2-yl]ethyl ester), ice water. Solvent: CN1CCCN(C1=O)C (N,N′-dimethylpropyleneurea). Reaction conditions: temperature 60 celsius, time 2 day. The product is N(=[N+]=[N-])[C@@H](COCC1=CC=CC=C1)[C@@H]1C[C@H](C(O1)=O)CCC ((3R,5S)-5-[(S)-1-Azido-2-benzyloxyethyl]-3-propyldihydrofuran-2-one). Yield: 92.8%. As a reaction SMILES: [N-:1]=[N+:2]=[N-:3].[Na+].[CH2:5]([O:12][CH2:13][C@@H:14](OS(C)(=O)=O)[C@@H:15]1[CH2:19][C@@H:18]([CH2:20][CH2:21][CH3:22])[C:17](=[O:23])[O:16]1)[C:6]1[CH:11]=[CH:10][CH:9]=[CH:8][CH:7]=1>CN1C(=O)N(C)CCC1>[N:1]([C@H:14]([C@H:15]1[O:16][C:17](=[O:23])[C@H:18]([CH2:20][CH2:21][CH3:22])[CH2:19]1)[CH2:13][O:12][CH2:5][C:6]1[CH:11]=[CH:10][CH:9]=[CH:8][CH:7]=1)=[N+:2]=[N-:3] |f:0.1|. Reported procedure: 7.49 g of sodium azide (115 mmol) was added to a solution of 29.1 g of methanesulfonic acid (R)-2-benzyloxy-1-[(2S,4R)-5-oxo-4-propyltetrahydrofuran-2-yl]ethyl ester obtained in Example (116d) (81.7 mmol) in N,N′-dimethylpropyleneurea (300 ml) at room temperature, and the mixture was stirred at 60° C. for two days. The reaction mixture was cooled and then poured into ice water, followed by extraction with diethyl ether. Then, the organic layer was washed with water and brine and dried over anhyd... Starting materials: C1CCOC1, Nc1ccc(Sc2ccnc(Cl)c2)cc1, Cc1ccc(F)c(N=C=O)c1, O. Product: Cc1ccc(F)c(NC(=O)Nc2ccc(Sc3ccnc(Cl)c3)cc2)c1. Reaction SMILES: [CH2:28]1[O:29][CH2:30][CH2:31][CH2:32]1.[Cl:1][c:2]1[n:3][cH:4][cH:5][c:6]([S:8][c:9]2[cH:10][cH:11][c:12]([NH2:15])[cH:13][cH:14]2)[cH:7]1.[F:16][c:17]1[c:18]([N:24]=[C:25]=[O:26])[cH:19][c:20]([CH3:23])[cH:21][cH:22]1.[OH2:27]>>[Cl:1][c:2]1[n:3][cH:4][cH:5][c:6]([S:8][c:9]2[cH:10][cH:11][c:12]([NH:15][C:25]([NH:24][c:18]3[c:17]([F:16])[cH:22][cH:21][c:20]([CH3:23])[cH:19]3)=[O:26])[cH:13][cH:14]2)[cH:7]1.